Dataset: the Open Reaction Database (ORD), a public repository of structured organic reaction records. Task: describe an organic reaction: reactants, conditions, products, and yield Conditions: temperature 70 celsius. Reported procedure: Formaldehyde (50%, 12.0 g, 0.2 mol) was added to a mixture of melamine (12.6 g, 0.1 mol) and water (40 ml) with stirring. The pH of the mixture was adjusted to 9.0-9.2 by addition of NaOH (0.5N). The mixture was heated to 70° C. and a dyestuff (Direct red 252 mg, 2000 ppm based on melamine) was added to give a colored methylolmelaminersolution. In this procedure, other dyestuffs can be used such as direct dyes, fluorescent dyes, dispersion dyes, and mixtures thereof. See Table 1. RXN SMILES: [CH2:1]=[O:2].[N:3]1[C:10]([NH2:11])=[N:9][C:7]([NH2:8])=[N:6][C:4]=1[NH2:5].[OH-].[Na+]>O>[CH2:1]([NH:5][C:4]1[N:6]=[C:7]([NH2:8])[N:9]=[C:10]([NH2:11])[N:3]=1)[OH:2] |f:2.3|. Solvent: O (water). Reactants: C=O (Formaldehyde), N1=C(N)N=C(N)N=C1N (melamine), [OH-].[Na+] (NaOH). The product is C(O)NC1=NC(=NC(=N1)N)N (methylolmelamine). The reactants are [Mg+]Cc1ccccc1, CCOCC, [Cl-], Cl, N#Cc1ccccc1N. Yields the product Nc1ccccc1C(=O)Cc1ccccc1. As a reaction SMILES: [CH2:11]([c:12]1[cH:13][cH:14][cH:15][cH:16][cH:17]1)[Mg+:18].[CH3:20][CH2:21][O:22][CH2:23][CH3:24].[Cl-:10].[ClH:19].[NH2:1][c:2]1[c:3]([C:4]#[N:5])[cH:6][cH:7][cH:8][cH:9]1>>[NH2:1][c:2]1[c:3]([C:4]([CH2:11][c:12]2[cH:13][cH:14][cH:15][cH:16][cH:17]2)=[O:22])[cH:6][cH:7][cH:8][cH:9]1.